Dataset: the Open Reaction Database (ORD), a public repository of structured organic reaction records. Task: describe an organic reaction: reactants, conditions, products, and yield The reactants are FC(C(=O)N1CCC2=C(C(C1)C(C)C)C=C(C(=C2)O)Br)(F)F (N-trifluoroacetyl-8-bromo-7-hydroxy-1-isopropyl-2,3,4,5-tetrahydro-1H-3-benzazepine), [OH-].[Na+] (NaOH), Cl (HCl), mixture 1.0. Solvent: CO (methanol). Conditions: time 3 hour. Product: BrC=1C(=CC2=C(C(CNCC2)C(C)C)C1)O (8-Bromo-7-hydroxy-1-isopropyl-2,3,4,5-tetrahydro-1H-3-benzazepine). Yield: 97.3%. Reaction SMILES: FC(F)(F)C([N:5]1[CH2:11][CH:10]([CH:12]([CH3:14])[CH3:13])[C:9]2[CH:15]=[C:16]([Br:20])[C:17]([OH:19])=[CH:18][C:8]=2[CH2:7][CH2:6]1)=O.[OH-].[Na+].Cl>CO>[Br:20][C:16]1[C:17]([OH:19])=[CH:18][C:8]2[CH2:7][CH2:6][NH:5][CH2:11][CH:10]([CH:12]([CH3:14])[CH3:13])[C:9]=2[CH:15]=1 |f:1.2|. Procedure details: A solution of N-trifluoroacetyl-8-bromo-7-hydroxy-1-isopropyl-2,3,4,5-tetrahydro-1H-3-benzazepine (0.018 g, 0.047 mmol) in methanol (1 mL) was treated with 15% aqueous NaOH (1 mL), and stirred for 3 hours at 50 C. The product mixture 1.0 was brought to pH 7-8 with 10% aqueous HCl, extracted three times with EtOAc (50 mL), dried with MgSO4, and concentrated to give 0.013 g of a white solid. 1H NMR (400 MHz, CD3OD) d 7.10 (s, 1 H), 6.60 (s, 1 H), 3.30 (m, 1 H), 3.2-3.0 (m, 2 H), 2.78 (m, 1 H), 2.7... Starting materials: CC#N, C[Si](C)(C)Cl, [I-], [Na+], O, Cc1ccc(C(O)c2cccc3ccsc23)cc1. Product: Cc1ccc(Cc2cccc3ccsc23)cc1. As a reaction SMILES: [CH3:27][C:28]#[N:29].[Cl:3][Si:4]([CH3:5])([CH3:6])[CH3:7].[I-:2].[Na+:1].[OH2:26].[s:8]1[c:9]2[c:10]([cH:11][cH:12]1)[cH:13][cH:14][cH:15][c:16]2[CH:17]([OH:18])[c:19]1[cH:20][cH:21][c:22]([CH3:25])[cH:23][cH:24]1>>[s:8]1[c:9]2[c:10]([cH:11][cH:12]1)[cH:13][cH:14][cH:15][c:16]2[CH2:17][c:19]1[cH:20][cH:21][c:22]([CH3:25])[cH:23][cH:24]1. Starting materials: C(C)(C)(C)OC(=O)N1CCC(CC1)N1N=CC=2C1=NC=NC2Cl (4-(4-chloro-pyrazolo[3,4-d]pyrimidin-1-yl)-piperidine-1-carboxylic acid tert-butyl ester), C(C)(C)(C)OC(=O)N1CCC(CC1)N1N=CC=2C1=NC=NC2Cl (4-(4-chloro-pyrazolo[3,4-d]pyrimidin-1-yl)-piperidine-1-carboxylic acid tert-butyl ester), OC=1C=C2C=CNC2=CC1 (5-hydroxyindole), C([O-])([O-])=O.[K+].[K+] (potassium carbonate). Product: C(C)(C)(C)OC(=O)N1CCC(CC1)N1N=CC=2C1=NC=NC2OC=2C=C1C=CNC1=CC2 (4-[4-(1H-Indol-5-yloxy)-pyrazolo[3,4-d]pyrimidin-1-yl]-piperidine-1-carboxylic acid tert-butyl ester). Yield: 37.1%. As a reaction SMILES: [C:1]([O:5][C:6]([N:8]1[CH2:13][CH2:12][CH:11]([N:14]2[C:18]3=[N:19][CH:20]=[N:21][C:22](Cl)=[C:17]3[CH:16]=[N:15]2)[CH2:10][CH2:9]1)=[O:7])([CH3:4])([CH3:3])[CH3:2].[OH:24][C:25]1[CH:26]=[C:27]2[C:31](=[CH:32][CH:33]=1)[NH:30][CH:29]=[CH:28]2.C(=O)([O-])[O-].[K+].[K+]>>[C:1]([O:5][C:6]([N:8]1[CH2:13][CH2:12][CH:11]([N:14]2[C:18]3=[N:19][CH:20]=[N:21][C:22]([O:24][C:25]4[CH:26]=[C:27]5[C:31](=[CH:32][CH:33]=4)[NH:30][CH:29]=[CH:28]5)=[C:17]3[CH:16]=[N:15]2)[CH2:10][CH2:9]1)=[O:7])([CH3:4])([CH3:3])[CH3:2] |f:2.3.4|. Procedure: 4-[4-(1H-Indol-5-yloxy)-pyrazolo[3,4-d]pyrimidin-1-yl]-piperidine-1-carboxylic acid tert-butyl ester (29 mg, 38%) was prepared using the procedure described for the preparation of Example 41 by the reaction of 4-(4-chloro-pyrazolo[3,4-d]pyrimidin-1-yl)-piperidine-1-carboxylic acid tert-butyl ester (Intermediate 19; 60 mg, 0.18 mmol) with 5-hydroxyindole (Aldrich Chemical Company, Inc., Milwaukee, Wis., USA; 24 mg, 0.18 mmol) in the presence of potassium carbonate (54 mg, 0.39 mmol). Mass spectru... Reactants: C(C)(=O)[O-].[Na+] (Sodium acetate), ethyl ester, C(CCC)C1(CCC1)C(/C=C/[C@@H]1N(C(O[C@H]1C)=O)CCSC=1SC=C(N1)C(=O)O)O (2-[(2-{(4S,5S)-4-[(1E)-3-(1-butylcyclobutyl)-3-hydroxy-1-propenyl]-5-methyl-2-oxo-1,3-oxazolidin-3-yl}ethyl)sulfanyl]-1,3-thiazole-4-carboxylic acid), p-toluenesulfonylhydrazide, C(C)O (ethanol). Yields the product O[C@H](/C=C/[C@@H]1N(C(OC1)=O)CCSC=1SC=C(N1)C(=O)OCC)C(CCCC)(C)C (ethyl 2-[(2-{(4S)-4-[(1E,3R)-3-hydroxy-4,4-dimethyl-1-octenyl]-2-oxo-1,3-oxazolidin-3-yl}ethyl)thio]-1,3-thiazole-4-carboxylate). Reaction SMILES: [CH2:1]([C:5]1([CH:9]([OH:30])/[CH:10]=[CH:11]/[C@H:12]2[C@H:16](C)[O:15][C:14](=[O:18])[N:13]2[CH2:19][CH2:20][S:21][C:22]2[S:23][CH:24]=[C:25]([C:27]([OH:29])=[O:28])[N:26]=2)CC[CH2:6]1)[CH2:2][CH2:3][CH3:4].[C:31]([O-])(=O)[CH3:32].[Na+].[CH2:36](O)C>>[OH:30][C@@H:9]([C:5]([CH3:6])([CH3:36])[CH2:1][CH2:2][CH2:3][CH3:4])/[CH:10]=[CH:11]/[C@H:12]1[CH2:16][O:15][C:14](=[O:18])[N:13]1[CH2:19][CH2:20][S:21][C:22]1[S:23][CH:24]=[C:25]([C:27]([O:29][CH2:31][CH3:32])=[O:28])[N:26]=1 |f:1.2|. Reported procedure: To a solution of ethyl ester of the compound 34-4 (175 mg) in ethanol (3 mL) was added p-toluenesulfonylhydrazide (6 g) and the solution was dissolved at 90° C. Sodium acetate (4.5 g) was added thereto and the solution was stirred for 10 Hours. After standing to cool to room temperature, the reaction solution was concentrated. Ethyl acetate and water was added thereto and the solution was extracted with ethyl acetate. The organic layer was washed with 1N hydrochloric acid, an aqueous saturated s...